This data is from the Open Reaction Database (ORD), a public repository of structured organic reaction records. The task is: describe an organic reaction: reactants, conditions, products, and yield Product: FC(C(=O)NC1=C(C2=C(NC(=NS2(=O)=O)C=2C(N(C3=NC=CC=C3C2O)CCC(C)C)=O)C=C1)[N+](=O)[O-])(F)F (2,2,2-trifluoro-N-{3-[4-hydroxy-1-(3-methylbutyl)-2-oxo-1,2-dihydro-1,8-naphthyridin-3-yl]-8-nitro-1,1-dioxido-4H-1,2,4-benzothiadiazin-7-yl}acetamide). The reactants are FC(C(=O)O)(F)F (trifluoroacetic acid), FC(C(=O)OC(C(F)(F)F)=O)(F)F (trifluoroacetic anhydride), NC1=CC2=C(NC(=NS2(=O)=O)C=2C(N(C3=NC=CC=C3C2O)CCC(C)C)=O)C=C1 (3-(7-amino-1,1-dioxido-4H-1,2,4-benzothiadiazin-3-yl)-4-hydroxy-1-(3-methylbutyl)-1,8-naphthyridin-2(1H)-one), [N+](=O)([O-])[O-].[K+] (potassium nitrate). Isolated yield 94.0%. Reaction SMILES: [F:1][C:2]([F:7])([F:6])[C:3](O)=[O:4].FC(F)(F)C(OC(=O)C(F)(F)F)=O.[NH2:21][C:22]1[CH:50]=[CH:49][C:25]2[NH:26][C:27]([C:32]3[C:33](=[O:48])[N:34]([CH2:43][CH2:44][CH:45]([CH3:47])[CH3:46])[C:35]4[C:40]([C:41]=3[OH:42])=[CH:39][CH:38]=[CH:37][N:36]=4)=[N:28][S:29](=[O:31])(=[O:30])[C:24]=2[CH:23]=1.[N+:51]([O-])([O-:53])=[O:52].[K+]>>[F:1][C:2]([F:7])([F:6])[C:3]([NH:21][C:22]1[CH:50]=[CH:49][C:25]2[NH:26][C:27]([C:32]3[C:33](=[O:48])[N:34]([CH2:43][CH2:44][CH:45]([CH3:47])[CH3:46])[C:35]4[C:40]([C:41]=3[OH:42])=[CH:39][CH:38]=[CH:37][N:36]=4)=[N:28][S:29](=[O:31])(=[O:30])[C:24]=2[C:23]=1[N+:51]([O-:53])=[O:52])=[O:4] |f:3.4|. Procedure details: To a solution of trifluoroacetic acid (2.5 mL) and trifluoroacetic anhydride (2.5 mL) at 0° C. was added portion wise the product of Example 205 (0.5 g, 1.17 mmol). The resulting red solution was stirred at 0° C. for 30 minutes, cooled to −20° C. and treated portion wise with potassium nitrate (0.13 g, 1.3 mmol). The mixture was stirred at −20° C. for 1 hour, poured onto ice and the resulting tan solid was collected by filtration, washed with water and dried to constant mass to give the title co... Conditions: temperature 0 celsius, time 30 minute. Starting materials: BrC=1C(=NC=C(C(=O)NC2=CC=C(C=C2)OC(F)(F)F)C1)N1C[C@H](CC1)CO ((S)-5-bromo-6-(3-(hydroxymethyl)pyrrolidin-1-yl)-N-(4-(trifluoromethoxy)phenyl)nicotinamide), CC1=NC=C(C=N1)B1OC(C(O1)(C)C)(C)C (2-methyl-5-(4,4,5,5-tetramethyl-1,3,2-dioxaborolan-2-yl)pyrimidine). The product is OC[C@@H]1CN(CC1)C1=NC=C(C(=O)NC2=CC=C(C=C2)OC(F)(F)F)C=C1C=1C=NC(=NC1)C ((S)-6-(3-(Hydroxymethyl)pyrrolidin-1-yl)-5-(2-methylpyrimidin-5-yl)-N-(4-(trifluoromethoxy)phenyl)nicotinamide). As a reaction SMILES: Br[C:2]1[C:3]([N:22]2[CH2:26][CH2:25][C@H:24]([CH2:27][OH:28])[CH2:23]2)=[N:4][CH:5]=[C:6]([CH:21]=1)[C:7]([NH:9][C:10]1[CH:15]=[CH:14][C:13]([O:16][C:17]([F:20])([F:19])[F:18])=[CH:12][CH:11]=1)=[O:8].[CH3:29][C:30]1[N:35]=[CH:34][C:33](B2OC(C)(C)C(C)(C)O2)=[CH:32][N:31]=1>>[OH:28][CH2:27][C@H:24]1[CH2:25][CH2:26][N:22]([C:3]2[C:2]([C:33]3[CH:32]=[N:31][C:30]([CH3:29])=[N:35][CH:34]=3)=[CH:21][C:6]([C:7]([NH:9][C:10]3[CH:15]=[CH:14][C:13]([O:16][C:17]([F:20])([F:19])[F:18])=[CH:12][CH:11]=3)=[O:8])=[CH:5][N:4]=2)[CH2:23]1. Procedure: The title compound was prepared in an analogous fashion to that described in Example 75 using (S)-5-bromo-6-(3-(hydroxymethyl)pyrrolidin-1-yl)-N-(4-(trifluoromethoxy)phenyl)nicotinamide (Stage 78.1) and 2-methyl-5-(4,4,5,5-tetramethyl-1,3,2-dioxaborolan-2-yl)pyrimidine to afford an off-white solid. UPLC-MS (condition 1) tR=2.37 min, m/z=474.1 [M+H]+, m/z=472.1 [M−H]−; 1H-NMR (400 MHz, DMSO-d6) δ ppm 1.51-1.65 (m, 1H) 1.79-1.90 (m, 1H) 2.17-2.30 (m, 1H) 2.68 (s, 3H) 2.99 (dd, J=10.76, 6.85 Hz, 1H... The reactants are Brc1ccccc1, C1CCOC1, Cc1ccccc1B(O)O, [F-], [K+]. Product: Cc1ccccc1-c1ccccc1. Reaction SMILES: [Br:1][c:2]1[cH:3][cH:4][cH:5][cH:6][cH:7]1.[CH2:20]1[O:21][CH2:22][CH2:23][CH2:24]1.[CH3:8][c:9]1[c:10]([B:15]([OH:16])[OH:17])[cH:11][cH:12][cH:13][cH:14]1.[F-:18].[K+:19]>>[c:2]1(-[c:10]2[c:9]([CH3:8])[cH:14][cH:13][cH:12][cH:11]2)[cH:3][cH:4][cH:5][cH:6][cH:7]1. Starting materials: Cl (HCl), COC(=O)[C@H]1N(CC1)S(=O)(=O)CC1=CC=CC=C1 ((2S)-Methyl-1-(α-toluenesulfonyl)azetidine-2-carboxylate), [Li+].[OH-] (LiOH). The solvent is O (water), CO (methanol), O (water). Conditions: time 8 hour. Product: C1(=CC=CC=C1)CS(=O)(=O)N1[C@@H](CC1)C(=O)O ((2S)-1-(α-Toluenesulfonyl)azetidine-2-carboxylic acid). Isolated yield 94.0%. As a reaction SMILES: C[O:2][C:3]([C@@H:5]1[CH2:8][CH2:7][N:6]1[S:9]([CH2:12][C:13]1[CH:18]=[CH:17][CH:16]=[CH:15][CH:14]=1)(=[O:11])=[O:10])=[O:4].[Li+].[OH-].Cl>CO.O>[C:13]1([CH2:12][S:9]([N:6]2[CH2:7][CH2:8][C@H:5]2[C:3]([OH:4])=[O:2])(=[O:11])=[O:10])[CH:14]=[CH:15][CH:16]=[CH:17][CH:18]=1 |f:1.2|. Procedure: To a solution of (2S)-Methyl-1-(α-toluenesulfonyl)azetidine-2-carboxylate from Reference Example 7 (378.4 mg; 1.40 mmol) in methanol (7.0 mL) was added 1N LiOH in water (2.6 mL) at about 0° C. The mixture was warmed to about room temperature and stirred under argon overnight. The pH was adjusted to about pH 1 by adding 1N HCl and then the mixture was diluted with water and extracted into ethyl acetate. The organic layer was dried over magnesium sulfate and then concentrated to give 335.7 mg (94%... Reactants: N#Cc1cccc(CCC2CCN(C(=O)Oc3cncc(C(=O)O)c3)CC2)c1, CCN=C=NCCCN(C)C, [Cl-], Cl, [NH4+], [Na+], CN(C)C=O, On1nnc2ccccc21, O=C([O-])O. The product is N#Cc1cccc(CCC2CCN(C(=O)Oc3cncc(C(N)=O)c3)CC2)c1. Reaction SMILES: [C:25](#[N:26])[c:27]1[cH:28][c:29]([CH2:33][CH2:34][CH:35]2[CH2:36][CH2:37][N:38]([C:41](=[O:42])[O:43][c:44]3[cH:45][n:46][cH:47][c:48]([C:49](=[O:50])[OH:51])[cH:52]3)[CH2:39][CH2:40]2)[cH:30][cH:31][cH:32]1.[CH3:2][N:3]([CH3:4])[CH2:5][CH2:6][CH2:7][N:8]=[C:9]=[N:10][CH2:11][CH3:12].[Cl-:23].[ClH:1].[NH4+:24].[Na+:53].[O:58]=[CH:59][N:60]([CH3:61])[CH3:62].[OH:13][n:14]1[c:15]2[cH:16][cH:17][cH:18][cH:19][c:20]2[n:21][n:22]1.[OH:54][C:55](=[O:56])[O-:57]>>[NH2:3][C:49]([c:48]1[cH:47][n:46][cH:45][c:44]([O:43][C:41]([N:38]2[CH2:37][CH2:36][CH:35]([CH2:34][CH2:33][c:29]3[cH:28][c:27]([C:25]#[N:26])[cH:32][cH:31][cH:30]3)[CH2:40][CH2:39]2)=[O:42])[cH:52]1)=[O:50]. Starting materials: Nitro, CCCCCC.C1CCOC1 (Hexane THF), COC1=C(C=CC(=C1)[N+](=O)[O-])C=1SC2=C(N1)C=CC=C2 (2-(2-methoxy-4-nitrophenyl)benzothiazole), O.O.[Sn](Cl)Cl (tin (II) dichloride dihydrate). Run in CCO (EtOH). Product: NC1=CC(=C(C=C1)C=1SC2=C(N1)C=CC=C2)OC (2-(4-Amino-2-methoxyphenyl)benzothiazole). Yield: 95.9%. Reaction SMILES: [CH3:1][O:2][C:3]1[CH:8]=[C:7]([N+:9]([O-])=O)[CH:6]=[CH:5][C:4]=1[C:12]1[S:13][C:14]2[CH:20]=[CH:19][CH:18]=[CH:17][C:15]=2[N:16]=1.O.O.[Sn](Cl)Cl.CCCCCC.C1COCC1>CCO>[NH2:9][C:7]1[CH:6]=[CH:5][C:4]([C:12]2[S:13][C:14]3[CH:20]=[CH:19][CH:18]=[CH:17][C:15]=3[N:16]=2)=[C:3]([O:2][CH3:1])[CH:8]=1 |f:1.2.3,4.5|. Procedure details: Prepared as described in the Nitro Reduction section using 2-(2-methoxy-4-nitrophenyl)benzothiazole (0.1 g, 0.35 mmol) and tin (II) dichloride dihydrate (0.63 g, 2.8 mmol) in EtOH (12 ml) to give the title compound (0.086 g, 96%) as a pale orange solid after work-up and flash chromatography (2:1 Hexane/THF).